Dataset: the Open Reaction Database (ORD), a public repository of structured organic reaction records. Task: describe an organic reaction: reactants, conditions, products, and yield Reactants: C(=O)(C(F)(F)F)O (TFA), C(C)(C)(C)OC(=O)N1CCC(CC1)C1COC1 (4-oxetan-3-yl-piperidine-1-carboxylic acid tert-butyl ester). Solvent: C(Cl)Cl (DCM). Run at time 2 hour. Product: O1CC(C1)C1CCNCC1 (4-Oxetan-3-ylpiperidine). Reaction SMILES: C(O)(C(F)(F)F)=O.C(OC([N:15]1[CH2:20][CH2:19][CH:18]([CH:21]2[CH2:24][O:23][CH2:22]2)[CH2:17][CH2:16]1)=O)(C)(C)C>C(Cl)Cl>[O:23]1[CH2:24][CH:21]([CH:18]2[CH2:19][CH2:20][NH:15][CH2:16][CH2:17]2)[CH2:22]1. Procedure details: To a solution of 4-(2-hydroxy-1-(hydroxymethyl)ethyl)piperidine-1-carboxylic acid tert-butyl ester (7.62 g, 0.029 mol) in anhydrous THF (100 mL) at 0° C., a solution of n-BuLi (1.6 M in hexanes, 18.4 mL, 0.029 mol) was added dropwise. The resulting mixture was stirred at 0° C. for 30 min, then a solution of toluenesulfonyl chloride (5.26 g, 0.028 mol) in anhydrous THF (50 mL) was added by canula. The thick reaction mixture was allowed to warm to ambient temperature and stirred for 2 h. A solutio...